This data is from the Open Reaction Database (ORD), a public repository of structured organic reaction records. The task is: describe an organic reaction: reactants, conditions, products, and yield Reactants: C1CCNCC1, CCO, O=Cc1cnn2ccc(Nc3cccc(Cl)c3)nc12, O=C1CNC(=O)N1. Product: O=C1NC(=O)C(=Cc2cnn3ccc(Nc4cccc(Cl)c4)nc23)N1. As a reaction SMILES: [CH2:27]1[CH2:28][CH2:29][NH:30][CH2:31][CH2:32]1.[CH3:33][CH2:34][OH:35].[Cl:1][c:2]1[cH:3][c:4]([NH:8][c:9]2[n:10][c:11]3[n:12]([cH:13][cH:14]2)[n:15][cH:16][c:17]3[CH:18]=[O:19])[cH:5][cH:6][cH:7]1.[O:20]=[C:21]1[CH2:22][NH:23][C:24](=[O:25])[NH:26]1>>[Cl:1][c:2]1[cH:3][c:4]([NH:8][c:9]2[n:10][c:11]3[n:12]([cH:13][cH:14]2)[n:15][cH:16][c:17]3[CH:18]=[C:22]2[C:21](=[O:20])[NH:26][C:24](=[O:25])[NH:23]2)[cH:5][cH:6][cH:7]1. Starting materials: OO (hydrogen peroxide), BrC=1C=CC=C2C=CN=CC12 (8-bromo-isoquinoline). Run in C(C)(=O)O (acetic acid). Conditions: temperature 75 celsius. The product is BrC=1C=CC=C2C=C[N+](=CC12)[O-] (8-Bromo-isoquinoline-N-oxide). RXN SMILES: [Br:1][C:2]1[CH:3]=[CH:4][CH:5]=[C:6]2[C:11]=1[CH:10]=[N:9][CH:8]=[CH:7]2.[OH:12]O>C(O)(=O)C>[Br:1][C:2]1[CH:3]=[CH:4][CH:5]=[C:6]2[C:11]=1[CH:10]=[N+:9]([O-:12])[CH:8]=[CH:7]2. Reported procedure: A solution of 8-bromo-isoquinoline (prepared by the method of F. T. Tyson, J.A.C.S., 1939, 61, 183) (1.25 g, 6 mmol) in acetic acid (5 ml) was treated with 27% aqueous hydrogen peroxide solution (1.8 ml) and heated at 75° C. overnight. The mixture was evaporated and the residue partitioned between aqueous sodium carbonate solution and dichloromethane, re-extracting with dichloromethane twice more. The combined organic extracts were dried and evaporated. The residue was triturated with ether/petr... The reactants are CC(=O)c1ccc(C(=O)O)cc1, CN(C(=O)c1ccc(Cl)cc1)C1CCNCC1c1ccc(Cl)c(Cl)c1, Cl. Product: CC(=O)c1ccc(C(=O)N2CCC(N(C)C(=O)c3ccc(Cl)cc3)C(c3ccc(Cl)c(Cl)c3)C2)cc1. RXN SMILES: [C:27]([CH3:28])(=[O:29])[c:30]1[cH:31][cH:32][c:33]([C:34](=[O:35])[OH:36])[cH:37][cH:38]1.[Cl:2][c:3]1[cH:4][cH:5][c:6]([C:7](=[O:8])[N:9]([CH3:10])[CH:11]2[CH:12]([c:17]3[cH:18][c:19]([Cl:24])[c:20]([Cl:23])[cH:21][cH:22]3)[CH2:13][NH:14][CH2:15][CH2:16]2)[cH:25][cH:26]1.[ClH:1]>>[Cl:2][c:3]1[cH:4][cH:5][c:6]([C:7](=[O:8])[N:9]([CH3:10])[CH:11]2[CH:12]([c:17]3[cH:18][c:19]([Cl:24])[c:20]([Cl:23])[cH:21][cH:22]3)[CH2:13][N:14]([C:34]([c:33]3[cH:32][cH:31][c:30]([C:27]([CH3:28])=[O:29])[cH:38][cH:37]3)=[O:35])[CH2:15][CH2:16]2)[cH:25][cH:26]1. Starting materials: COC1=C(C=C2CCC(C2=C1)=O)OCCCN1CCCC1 (6-methoxy-5-(3-pyrrolidin-1-yl-propoxy)-indan-1-one), COC1=C(C=C2CCC(C2=C1)=O)OCCCN1CCCC1 (6-methoxy-5-(3-pyrrolidin-1-yl-propoxy)-indan-1-one), FC=1C=C(C=CC1)N=C=S (3-fluoro-phenyl isothiocyanate), FC=1C=C(C=CC1)N=C=S (3-fluoro-phenyl isothiocyanate), C[Si]([Si](C)(C)C)(C)C.[Li] (lithium hexamethyldisilane), NN (Hydrazine), C(C)(=O)O (acetic acid). Solvent: C1CCOC1 (THF), O (water). The product is FC=1C=C(C=CC1)NC1=C2C(=NN1)C1=CC(=C(C=C1C2)OCCCN2CCCC2)OC ((3-Fluoro-phenyl)-[7-methoxy-6-(3-pyrrolidin-1-yl-propoxy)-2,4-dihydro-indeno[1,2-c]pyrazol-3-yl]-amine). Reaction SMILES: [CH3:1][O:2][C:3]1[CH:11]=[C:10]2[C:6]([CH2:7][CH2:8][C:9]2=O)=[CH:5][C:4]=1[O:13][CH2:14][CH2:15][CH2:16][N:17]1[CH2:21][CH2:20][CH2:19][CH2:18]1.[F:22][C:23]1[CH:24]=[C:25]([N:29]=[C:30]=S)[CH:26]=[CH:27][CH:28]=1.C[Si](C)(C)[Si](C)(C)C.[Li].[NH2:41][NH2:42].C(O)(=O)C>O.C1COCC1>[F:22][C:23]1[CH:24]=[C:25]([NH:29][C:30]2[NH:42][N:41]=[C:9]3[C:10]4[C:6]([CH2:7][C:8]=23)=[CH:5][C:4]([O:13][CH2:14][CH2:15][CH2:16][N:17]2[CH2:21][CH2:20][CH2:19][CH2:18]2)=[C:3]([O:2][CH3:1])[CH:11]=4)[CH:26]=[CH:27][CH:28]=1 |f:2.3,^1:39|. Reported procedure: A mixture of 6-methoxy-5-(3-pyrrolidin-1-yl-propoxy)-indan-1-one (Intermediate K, 0.45 g, 0.00155 mole), 3-fluoro-phenyl isothiocyanate (Compound 4a) (0.19 mL, 0.0017 mole) and THF (1.5 mL) was added to lithium hexamethyldisilane (1.8 mL, 0.0018 mole) dropwise at room temperature with stirring. The reaction mixture was stirred for 4 hrs. Hydrazine (0.095 mL, 0.003 mole) and acetic acid (0.180 mL, 0.003 mole) were added to the reaction mixture. The reaction mixture was then heated at the reflux t... Run in OS(=O)(=O)O (H2SO4). Procedure: A solution of 7-bromo-4-quinazolinone (2.6 g) in 5 mL of concentrated H2SO4 and 5 mL of fuming HNO3 was heated at 100° C. for 1 h. After the reaction was cooled to room temperature, the mixture was poured into ice-water. The solid was collected via filtration, and used without further purification, 7-bromo-6-nitro-4-quinazolinone (mixed with 7-bromo-8-nitro-4-quinazolinone, LCMS ESI(+) m/z: 270/271 (M+1). Reaction SMILES: [Br:1][C:2]1[CH:11]=[C:10]2[C:5]([C:6](=[O:12])[NH:7][CH:8]=[N:9]2)=[CH:4][CH:3]=1.[N+:13]([O-])([OH:15])=[O:14]>OS(O)(=O)=O>[Br:1][C:2]1[CH:11]=[C:10]2[C:5]([C:6](=[O:12])[NH:7][CH:8]=[N:9]2)=[CH:4][C:3]=1[N+:13]([O-:15])=[O:14]. Product: BrC1=C(C=C2C(NC=NC2=C1)=O)[N+](=O)[O-] (7-Bromo-6-nitroquinazolin-4(3H)-one). The reactants are BrC1=CC=C2C(NC=NC2=C1)=O (7-bromo-4-quinazolinone), [N+](=O)(O)[O-] (HNO3), ice water. The reactants are ClC1(C(C2C(CCC12)CCCCC(CC)OCC)=O)Cl (7,7-dichloro-4-(5-ethoxyheptyl)bicyclo [3.2.0] heptan-6-one), C(CCCCCC)C1C=CCC1 (3-heptylcyclopentene), ClC(C(=O)Cl)(Cl)Cl (trichloroacetyl chloride), P(=O)(Cl)(Cl)Cl (phosphorous oxychloride). Run in CCOCC (ether), CCOCC (ether), [Zn].[Cu] (zinc copper). Product: ClC1(C(C2C(CCC12)CCCCCCC)=O)Cl (7,7-dichloro-4-heptylbicyclo[3.2.0]heptan-6-one). As a reaction SMILES: [Cl:1][C:2]1([Cl:20])[CH:8]2[CH:4]([CH:5]([CH2:9][CH2:10][CH2:11][CH2:12][CH:13](OCC)[CH2:14][CH3:15])[CH2:6][CH2:7]2)[C:3]1=[O:19].C(C1CCC=C1)CCCCCC.ClC(Cl)(Cl)C(Cl)=O.P(Cl)(Cl)(Cl)=O>CCOCC.[Zn].[Cu]>[Cl:1][C:2]1([Cl:20])[CH:8]2[CH:4]([CH:5]([CH2:9][CH2:10][CH2:11][CH2:12][CH2:13][CH2:14][CH3:15])[CH2:6][CH2:7]2)[C:3]1=[O:19] |f:5.6|. Procedure details: The next procedure followed is that of the preceding Example for the preparation of 7,7-dichloro-4-(5-ethoxyheptyl)bicyclo [3.2.0] heptan-6-one, substituting 3-heptylcyclopentene (49 g, 0.30 moles) diluted in ether (490 ml), trichloroacetyl chloride (97 g, 0.53 moles) and phosphorous oxychloride (81 g, 0.53 moles) both diluted with ether (150 ml), zinc/copper couple (30 g, 0.59 moles) were used. The crude product is submitted to short path distillation and subsequently fractionally distilled und...